This data is from the Open Reaction Database (ORD), a public repository of structured organic reaction records. The task is: describe an organic reaction: reactants, conditions, products, and yield The reactants are N[C@H](C(=O)NCC(=O)N1CCN(CC1)C1=CC=C(C=C1)Cl)CC1=NC=CC=C1 ((2S)-2-amino-N-[2-[4-(4-chlorophenyl)-1-piperazinyl]-2-oxoethyl]-3-(2-pyridyl)propanamide), ClC1=CC=C(C=CC(=O)O)C=C1 (4-chlorocinnamic acid), Cl.C(C)N=C=NCCCN(C)C (1-ethyl-3-(3-dimethylaminopropyl)carbodiimide hydrochloride), ON1N=NC2=C1C=CC=C2 (N-hydroxybenzotriazole). The solvent is CN(C=O)C (N,N-dimethylformamide). Reaction conditions: time 20 hour. The product is ClC1=CC=C(C=C1)/C=C/C(=O)N[C@H](C(=O)NCC(=O)N1CCN(CC1)C1=CC=C(C=C1)Cl)CC1=NC=CC=C1 ((2E)-3-(4-Chlorophenyl)-N-[(1S)-2-[[2-[4-(4-chlorophenyl)-1-piperazinyl]-2-oxoethyl]amino]-2-oxo-1-(2-pyridylmethyl)ethyl]-2-propenamide). Yield: 83.7%. Reaction SMILES: [NH2:1][C@@H:2]([CH2:22][C:23]1[CH:28]=[CH:27][CH:26]=[CH:25][N:24]=1)[C:3]([NH:5][CH2:6][C:7]([N:9]1[CH2:14][CH2:13][N:12]([C:15]2[CH:20]=[CH:19][C:18]([Cl:21])=[CH:17][CH:16]=2)[CH2:11][CH2:10]1)=[O:8])=[O:4].[Cl:29][C:30]1[CH:40]=[CH:39][C:33]([CH:34]=[CH:35][C:36](O)=[O:37])=[CH:32][CH:31]=1.Cl.C(N=C=NCCCN(C)C)C.ON1C2C=CC=CC=2N=N1>CN(C)C=O>[Cl:29][C:30]1[CH:31]=[CH:32][C:33](/[CH:34]=[CH:35]/[C:36]([NH:1][C@@H:2]([CH2:22][C:23]2[CH:28]=[CH:27][CH:26]=[CH:25][N:24]=2)[C:3]([NH:5][CH2:6][C:7]([N:9]2[CH2:10][CH2:11][N:12]([C:15]3[CH:20]=[CH:19][C:18]([Cl:21])=[CH:17][CH:16]=3)[CH2:13][CH2:14]2)=[O:8])=[O:4])=[O:37])=[CH:39][CH:40]=1 |f:2.3|. Procedure: To a suspension of (2S)-2-amino-N-[2-[4-(4-chlorophenyl)-1-piperazinyl]-2-oxoethyl]-3-(2-pyridyl)propanamide (29 g) and 4-chlorocinnamic acid (13.1 g) in N,N-dimethylformamide (230 ml) were added 1-ethyl-3-(3-dimethylaminopropyl)carbodiimide hydrochloride (15.2 g) and N-hydroxybenzotriazole (10.7 g) at 0° C. The mixture was stirred at room temperature for 20 hours. The reaction mixture was poured into ice-cold saturated aqueous sodium hydrogencarbonate solution and the resulting solid was collec... Starting materials: C1(=CC=CC=C1)C(C)C=1C=CC2=C(C=CO2)C1 (5-(1-phenylethyl)benzofuran), C(CCC)[Li] (1-butyllithium), B(OC(C)C)(OC(C)C)OC(C)C (triisopropyl borate). The solvent is hexanes, C1CCOC1 (THF). Reaction conditions: time 0.5 hour. Yields the product C1(=CC=CC=C1)C(C)C=1C=CC2=C(C=C(O2)B(O)O)C1 (5-(1-phenylethyl)benzofuran-2-ylboronic acid). As a reaction SMILES: [C:1]1([CH:7]([C:9]2[CH:10]=[CH:11][C:12]3[O:16][CH:15]=[CH:14][C:13]=3[CH:17]=2)[CH3:8])[CH:6]=[CH:5][CH:4]=[CH:3][CH:2]=1.C([Li])CCC.[B:23](OC(C)C)([O:28]C(C)C)[O:24]C(C)C>C1COCC1>[C:1]1([CH:7]([C:9]2[CH:10]=[CH:11][C:12]3[O:16][C:15]([B:23]([OH:28])[OH:24])=[CH:14][C:13]=3[CH:17]=2)[CH3:8])[CH:6]=[CH:5][CH:4]=[CH:3][CH:2]=1. Procedure: To a solution of 5-(1-phenylethyl)benzofuran (0.713 g, 3.21 mmol) in 32 mL THF at −78° C. was added 1-butyllithium (1.54 mL, 3.85 mmol) slowly dropwise. The reaction was allowed to stir for 25 min, at which point triisopropyl borate (1.08 mL, 4.72 mmol) was added slowly dropwise. After 0.5 h, the bath was removed and the reaction was allowed to warm to ambient temperature. After 0.5 h, 50 mL 2N HCl was added. The mixture was extracted 2×MTBE, and the combined organics were washed with brine, dri... Starting materials: CCCCCCCCCCCCCCCC(=O)O, CO, NC1=NC(=O)N(C2CC(O)C(CO)O2)CN1. Yields the product CCCCCCCCCCCCCCCC(=O)OCC1OC(N2CNC(N)=NC2=O)CC1O. RXN SMILES: [CH3:17][CH2:18][CH2:19][CH2:20][CH2:21][CH2:22][CH2:23][CH2:24][CH2:25][CH2:26][CH2:27][CH2:28][CH2:29][CH2:30][CH2:31][C:32]([OH:33])=[O:34].[CH3:35][OH:36].[CH:1]1([N:9]2[C:10](=[O:11])[N:12]=[C:13]([NH2:14])[NH:15][CH2:16]2)[CH2:2][CH:3]([OH:4])[CH:5]([CH2:6][OH:7])[O:8]1>>[CH:1]1([N:9]2[C:10](=[O:11])[N:12]=[C:13]([NH2:14])[NH:15][CH2:16]2)[CH2:2][CH:3]([OH:4])[CH:5]([CH2:6][O:7][C:32]([CH2:31][CH2:30][CH2:29][CH2:28][CH2:27][CH2:26][CH2:25][CH2:24][CH2:23][CH2:22][CH2:21][CH2:20][CH2:19][CH2:18][CH3:17])=[O:33])[O:8]1. The reactants are CC(C)(C)c1cccc(NC(=O)c2ccc(Cl)nc2)c1, CCOC(=O)c1ccc(N2CCNCC2)cc1, CCOC(=O)c1ccc(N2CCN(c3ccc(C(=O)Nc4ccc(C)c(I)c4)cn3)CC2)cc1, CCOC(C)=O. Yields the product CCOC(=O)c1ccc(N2CCN(c3ccc(C(=O)Nc4cccc(C(C)(C)C)c4)cn3)CC2)cc1. Reaction SMILES: [C:1]([CH3:2])([CH3:3])([CH3:4])[c:5]1[cH:6][c:7]([NH:11][C:12]([c:13]2[cH:14][n:15][c:16]([Cl:19])[cH:17][cH:18]2)=[O:20])[cH:8][cH:9][cH:10]1.[CH2:21]([CH3:22])[O:23][C:24]([c:25]1[cH:26][cH:27][c:28]([N:31]2[CH2:32][CH2:33][NH:34][CH2:35][CH2:36]2)[cH:29][cH:30]1)=[O:37].[CH2:38]([O:39][C:40](=[O:41])[c:42]1[cH:43][cH:44][c:45]([N:46]2[CH2:47][CH2:48][N:49]([c:50]3[cH:51][cH:52][c:53]([C:54](=[O:55])[NH:56][c:57]4[cH:58][cH:59][c:60]([CH3:61])[c:62]([I:63])[cH:64]4)[cH:65][n:66]3)[CH2:67][CH2:68]2)[cH:69][cH:70]1)[CH3:71].[CH3:72][CH2:73][O:74][C:75]([CH3:76])=[O:77]>>[C:1]([CH3:2])([CH3:3])([CH3:4])[c:5]1[cH:6][c:7]([NH:11][C:12]([c:13]2[cH:14][n:15][c:16]([N:34]3[CH2:33][CH2:32][N:31]([c:28]4[cH:27][cH:26][c:25]([C:24]([O:23][CH2:21][CH3:22])=[O:37])[cH:30][cH:29]4)[CH2:36][CH2:35]3)[cH:17][cH:18]2)=[O:20])[cH:8][cH:9][cH:10]1. Reactants: C=CCBr, C=CCn1c(=O)c2ccc(NC(=O)CC3CCCC3)cc2n1Cc1ccc(C(=O)OC)cc1OC, CN(C)C=O, COC(=O)c1ccc(Cn2nc(O)c3ccc(NC(=O)CC4CCCC4)cc32)c(OC)c1, [H-], [Na+]. The product is C=CCOc1nn(Cc2ccc(C(=O)OC)cc2OC)c2cc(NC(=O)CC3CCCC3)ccc12. RXN SMILES: [CH2:33]([CH:34]=[CH2:35])[Br:36].[CH2:39]([n:40]1[c:41](=[O:42])[c:43]2[c:44]([cH:45][c:46]([NH:47][C:48](=[O:49])[CH2:50][CH:51]3[CH2:52][CH2:53][CH2:54][CH2:55]3)[cH:56][cH:57]2)[n:58]1[CH2:59][c:60]1[cH:61][cH:62][c:63]([C:64]([O:65][CH3:66])=[O:67])[cH:68][c:69]1[O:70][CH3:71])[CH:72]=[CH2:73].[CH3:74][N:75]([CH3:76])[CH:77]=[O:78].[CH:1]1([CH2:6][C:7](=[O:8])[NH:9][c:10]2[cH:11][cH:12][c:13]3[c:14]([OH:32])[n:15][n:16]([CH2:19][c:20]4[c:21]([O:30][CH3:31])[cH:22][c:23]([C:24](=[O:25])[O:26][CH3:27])[cH:28][cH:29]4)[c:17]3[cH:18]2)[CH2:2][CH2:3][CH2:4][CH2:5]1.[H-:37].[Na+:38]>>[CH:1]1([CH2:6][C:7](=[O:8])[NH:9][c:10]2[cH:11][cH:12][c:13]3[c:14]([O:32][CH2:35][CH:34]=[CH2:33])[n:15][n:16]([CH2:19][c:20]4[c:21]([O:30][CH3:31])[cH:22][c:23]([C:24](=[O:25])[O:26][CH3:27])[cH:28][cH:29]4)[c:17]3[cH:18]2)[CH2:2][CH2:3][CH2:4][CH2:5]1. Starting materials: BrCC(=O)N1CCN(CC1)C1CCCC1 (2-bromo-1-(4-cyclopentyl-piperazin-1-yl)-ethanone), N1CCC(CC1)C1=CC=C(C#N)C=C1 (4-piperidin-4-yl-benzonitrile), C([O-])([O-])=O.[K+].[K+] (potassium carbonate). Solvent: C(C)#N (acetonitrile). Conditions: time 8 hour. Yields the product C1(CCCC1)N1CCN(CC1)C(CN1CCC(CC1)C1=CC=C(C#N)C=C1)=O (4-{1-[2-(4-Cyclopentyl-piperazin-1-yl)-2-oxo-ethyl]-piperidin-4-yl}-benzonitrile). RXN SMILES: Br[CH2:2][C:3]([N:5]1[CH2:10][CH2:9][N:8]([CH:11]2[CH2:15][CH2:14][CH2:13][CH2:12]2)[CH2:7][CH2:6]1)=[O:4].[NH:16]1[CH2:21][CH2:20][CH:19]([C:22]2[CH:29]=[CH:28][C:25]([C:26]#[N:27])=[CH:24][CH:23]=2)[CH2:18][CH2:17]1.C(=O)([O-])[O-].[K+].[K+]>C(#N)C>[CH:11]1([N:8]2[CH2:9][CH2:10][N:5]([C:3](=[O:4])[CH2:2][N:16]3[CH2:21][CH2:20][CH:19]([C:22]4[CH:29]=[CH:28][C:25]([C:26]#[N:27])=[CH:24][CH:23]=4)[CH2:18][CH2:17]3)[CH2:6][CH2:7]2)[CH2:15][CH2:14][CH2:13][CH2:12]1 |f:2.3.4|. Reported procedure: A mixture of 2-bromo-1-(4-cyclopentyl-piperazin-1-yl)-ethanone (1.2 mmol), 4-piperidin-4-yl-benzonitrile (1.2 mmol) and potassium carbonate (2.4 mmol) in acetonitrile (10 mL) is stirred at rt overnight. The solvent is removed in vacuo and to the residue is added DCM (40 mL) and aqueous sodium bicarbonate (15 mL). The layers are separated and aqueous layer is extracted with DCM (15 mL). The combined organic layers are dried (MgSO4) and solvent removed in vacuo to give the crude product, which is ... The reactants are BrC1=CC=CC=2CC(OC21)CNC([O-])=O ((±)-(7-bromo-2,3-dihydro-benzofuran-2-ylmethyl)carbamate), ClC1=C(C=C(C=C1)Cl)B(O)O (2,5-dichlorophenylboronic acid), Intermediate 37. Product: ClC1=C(C=C(C=C1)Cl)C1=CC=CC=2CC(OC21)CNC(OCC2=CC=CC=C2)=O ((±)-benzyl {[7-(2,5-dichlorophenyl)-2,3-dihydro-1-benzofuran-2-yl]methyl}carbamate). Yield: 15.8%. As a reaction SMILES: Br[C:2]1[C:10]2[O:9][CH:8]([CH2:11][NH:12][C:13](=[O:15])[O-:14])[CH2:7][C:6]=2[CH:5]=[CH:4][CH:3]=1.[Cl:16][C:17]1[CH:22]=[CH:21][C:20]([Cl:23])=[CH:19][C:18]=1B(O)O>>[Cl:16][C:17]1[CH:22]=[CH:21][C:20]([Cl:23])=[CH:19][C:18]=1[C:2]1[C:10]2[O:9][CH:8]([CH2:11][NH:12][C:13](=[O:15])[O:14][CH2:7][C:6]3[CH:10]=[CH:2][CH:3]=[CH:4][CH:5]=3)[CH2:7][C:6]=2[CH:5]=[CH:4][CH:3]=1. Reported procedure: Treatment of (±)-(7-bromo-2,3-dihydro-benzofuran-2-ylmethyl)carbamate (3.2 g, 8.83 mmol) with 2,5-dichlorophenylboronic acid (2.54 g, 13.24 mmol) generally according to the procedure described for Intermediate 37 provided 0.299 g (27%) of (±)-benzyl {[7-(2,5-dichlorophenyl)-2,3-dihydro-1-benzofuran-2-yl]methyl}carbamate as a yellow oil.